This data is from the Open Reaction Database (ORD), a public repository of structured organic reaction records. The task is: describe an organic reaction: reactants, conditions, products, and yield The reactants are C1(CC1)COC1=C(C=CC(=N1)C(=O)O)N1CC(C1)(F)F (6-cyclopropylmethoxy-5-(3,3-difluoro-azetidin-1-yl)-pyridine-2-carboxylic acid), Cl.C1(CC1)C1(CNC1)F (3-cyclopropyl-3-fluoroazetidine hydrochloride). Yields the product C1(CC1)C1(CN(C1)C(=O)C1=NC(=C(C=C1)N1CC(C1)(F)F)OCC1CC1)F ((3-Cyclopropyl-3-fluoroazetidin-1-yl)-[6-(cyclopropylmethoxy)-5-(3,3-difluoroazetidin-1-yl)pyridin-2-yl]methanone). Yield: 29.8%. RXN SMILES: [CH:1]1([CH2:4][O:5][C:6]2[N:11]=[C:10]([C:12]([OH:14])=O)[CH:9]=[CH:8][C:7]=2[N:15]2[CH2:18][C:17]([F:20])([F:19])[CH2:16]2)[CH2:3][CH2:2]1.Cl.[CH:22]1([C:25]2([F:29])[CH2:28][NH:27][CH2:26]2)[CH2:24][CH2:23]1>>[CH:22]1([C:25]2([F:29])[CH2:28][N:27]([C:12]([C:10]3[CH:9]=[CH:8][C:7]([N:15]4[CH2:18][C:17]([F:20])([F:19])[CH2:16]4)=[C:6]([O:5][CH2:4][CH:1]4[CH2:2][CH2:3]4)[N:11]=3)=[O:14])[CH2:26]2)[CH2:24][CH2:23]1 |f:1.2|. Procedure details: In analogy to the procedure described in Example 127 e), 6-cyclopropylmethoxy-5-(3,3-difluoro-azetidin-1-yl)-pyridine-2-carboxylic acid (Example 1 b, 20 mg, 70.4 μmol) was reacted with 3-cyclopropyl-3-fluoroazetidine hydrochloride (CAN 936548-77-5, 12.8 mg, 84.4 μmol) to obtain the title compound (8 mg, 30%) as colorless liquid, MS (ESI): m/e=382.3 [MH+]. Starting materials: F[B-](F)(F)F, C=CCN(CC(=O)OC(C)(C)C)C(=O)OCc1ccccc1, CNOC, CCN(C(C)C)C(C)C, Cl, O=C(O)C(F)(F)F, O, CN(C)C(On1nnc2ccccc21)=[N+](C)C. Yields the product C=CCN(CC(=O)N(C)OC)C(=O)OCc1ccccc1. As a reaction SMILES: [B-:44]([F:45])([F:46])([F:47])[F:48].[C:1]([O:2][C:6]([CH2:7][N:8]([C:9](=[O:10])[O:11][CH2:12][c:13]1[cH:14][cH:15][cH:16][cH:17][cH:18]1)[CH2:19][CH:20]=[CH2:21])=[O:22])([CH3:3])([CH3:4])[CH3:5].[CH3:31][NH:32][O:33][CH3:34].[CH:35]([N:36]([CH2:37][CH3:38])[CH:39]([CH3:40])[CH3:41])([CH3:42])[CH3:43].[ClH:30].[F:23][C:24]([F:25])([F:26])[C:27]([OH:28])=[O:29].[OH2:66].[n:49]1([O:50][C:51]([N:52]([CH3:53])[CH3:54])=[N+:55]([CH3:56])[CH3:57])[c:58]2[cH:59][cH:60][cH:61][cH:62][c:63]2[n:64][n:65]1>>[C:6]([CH2:7][N:8]([C:9](=[O:10])[O:11][CH2:12][c:13]1[cH:14][cH:15][cH:16][cH:17][cH:18]1)[CH2:19][CH:20]=[CH2:21])(=[O:22])[N:32]([CH3:31])[O:33][CH3:34]. Reactants: COC(C(CC1C2CCC1CC2)N2C(C=C(C2)OC2=C(C=CC=C2)Cl)=O)=O (3-bicyclo[2.2.1]hept-7-yl-2-[4-(2-chloro-phenoxy)-2-oxo-2,5-dihydro-pyrrol-1-yl]-propionic acid methyl ester), O.[OH-].[Li+] (lithium hydroxide monohydrate), Cl (hydrochloric acid). Solvent: O (water), O1CCCC1 (tetrahydrofuran). Reaction conditions: temperature 25 celsius, time 1.5 hour. Product: C12CCC(CC1)C2CC(C(=O)O)N2C(C=C(C2)OC2=C(C=CC=C2)Cl)=O (3-bicyclo[2.2.1]hept-7-yl-2-[4-(2-chloro-phenoxy)-2-oxo-2,5-dihydro-pyrrol-1-yl]-propionic acid). Isolated yield 95.7%. RXN SMILES: C[O:2][C:3](=[O:27])[CH:4]([N:13]1[CH2:17][C:16]([O:18][C:19]2[CH:24]=[CH:23][CH:22]=[CH:21][C:20]=2[Cl:25])=[CH:15][C:14]1=[O:26])[CH2:5][CH:6]1[CH:10]2[CH2:11][CH2:12][CH:7]1[CH2:8][CH2:9]2.O.[OH-].[Li+].Cl>O1CCCC1.O>[CH:7]12[CH:6]([CH2:5][CH:4]([N:13]3[CH2:17][C:16]([O:18][C:19]4[CH:24]=[CH:23][CH:22]=[CH:21][C:20]=4[Cl:25])=[CH:15][C:14]3=[O:26])[C:3]([OH:27])=[O:2])[CH:10]([CH2:9][CH2:8]1)[CH2:11][CH2:12]2 |f:1.2.3|. Procedure details: In a flask was placed 3-bicyclo[2.2.1]hept-7-yl-2-[4-(2-chloro-phenoxy)-2-oxo-2,5-dihydro-pyrrol-1-yl]-propionic acid methyl ester (35 mg, 0.089 mmol) in tetrahydrofuran (2 mL). To this mixture at 25° C. was added a solution of lithium hydroxide monohydrate (8 mg, 0.18 mmol) in water (2 mL) and stirred for 1.5 h at 25° C. The mixture was treated with a 1N aqueous hydrochloric acid solution to pH=2 and was extracted with ethyl acetate (3×20 mL). The combined organic layers were dried over magnesi... Yields the product BrC1=CC=C(C=C1)C(CO)CO (2-(4-Bromophenyl)propane-1,3-diol). Starting materials: [BH4-].[Na+] (Sodium borohydride), BrC1=CC=C(C=C1)C(C=O)C=O (2-(4-bromophenyl)malonaldehyde), C(O)([O-])=O.[Na+] (sodium hydrogencarbonate). Procedure details: Sodium borohydride (433 mg, 11.5 mmol) was added slowly to a solution of 2.0 g (8.81 mmol) of 2-(4-bromophenyl)malonaldehyde in tetrahydrofuran (20 ml) under ice cooling, and the mixture was stirred for 1.5 hr. A saturated aqueous sodium hydrogencarbonate solution was added thereto. The mixture was extracted with ethyl acetate, and the extract was dried over anhydrous sodium sulfate. The solvent was removed by distillation, and the residue was then purified by column chromatography on silica gel... The yield is 66.3%. Reaction SMILES: [BH4-].[Na+].[Br:3][C:4]1[CH:9]=[CH:8][C:7]([CH:10]([CH:13]=[O:14])[CH:11]=[O:12])=[CH:6][CH:5]=1.C(=O)([O-])O.[Na+]>O1CCCC1>[Br:3][C:4]1[CH:5]=[CH:6][C:7]([CH:10]([CH2:13][OH:14])[CH2:11][OH:12])=[CH:8][CH:9]=1 |f:0.1,3.4|. Run in O1CCCC1 (tetrahydrofuran). Conditions: time 1.5 hour.